This data is from the Open Reaction Database (ORD), a public repository of structured organic reaction records. The task is: describe an organic reaction: reactants, conditions, products, and yield Reactants: C(O)([O-])=O.[Na+] (sodium hydrogen carbonate), Cl.Cl.C1(CCCCC1)COC=1C=2N(C=CC1)C(=C(N2)C)C(=O)N[C@@H]2CNCC2 (8-(cyclohexylmethoxy)-2-methyl-N-[(3S)-pyrrolidin-3-yl]imidazo[1,2-a]pyridine-3-carboxamide dihydrochloride), C=O (formaldehyde), C(C)(=O)O[BH-](OC(C)=O)OC(C)=O.[Na+] (sodium triacetoxyborohydride). The solvent is C(Cl)(Cl)Cl (chloroform), ClC(C)Cl (dichloroethane), C(C)N(CC)CC (triethylamine). Run at time 1 hour. Yields the product C1(CCCCC1)COC=1C=2N(C=CC1)C(=C(N2)C)C(=O)N[C@@H]2CN(CC2)C (8-(cyclohexylmethoxy)-2-methyl-N-[(3S)-1-methylpyrrolidin-3-yl]imidazo[1,2-a]pyridine-3-carboxamide). Isolated yield 72.1%. Reaction SMILES: Cl.Cl.[CH:3]1([CH2:9][O:10][C:11]2[C:12]3[N:13]([C:17]([C:21]([NH:23][C@H:24]4[CH2:28][CH2:27][NH:26][CH2:25]4)=[O:22])=[C:18]([CH3:20])[N:19]=3)[CH:14]=[CH:15][CH:16]=2)[CH2:8][CH2:7][CH2:6][CH2:5][CH2:4]1.C=O.[C:31](O[BH-](OC(=O)C)OC(=O)C)(=O)C.[Na+].C(=O)([O-])O.[Na+]>ClC(Cl)C.C(Cl)(Cl)Cl.C(N(CC)CC)C>[CH:3]1([CH2:9][O:10][C:11]2[C:12]3[N:13]([C:17]([C:21]([NH:23][C@H:24]4[CH2:28][CH2:27][N:26]([CH3:31])[CH2:25]4)=[O:22])=[C:18]([CH3:20])[N:19]=3)[CH:14]=[CH:15][CH:16]=2)[CH2:8][CH2:7][CH2:6][CH2:5][CH2:4]1 |f:0.1.2,4.5,6.7|. Procedure details: To a suspension of 400 mg of 8-(cyclohexylmethoxy)-2-methyl-N-[(3S)-pyrrolidin-3-yl]imidazo[1,2-a]pyridine-3-carboxamide dihydrochloride, 0.26 ml of triethylamine, and 0.23 ml of a 37% aqueous formaldehyde solution in 11 ml of dichloroethane was added 592 mg of sodium triacetoxyborohydride under ice-cooling, followed by stirring at room temperature for 1 hour. To the reaction mixture were added a saturated aqueous sodium hydrogen carbonate solution and chloroform to carry out a layer separation ...